From a dataset of the Open Reaction Database (ORD), a public repository of structured organic reaction records. describe an organic reaction: reactants, conditions, products, and yield The reactants are CCS(=O)(=O)Cl, Cl, Cl, Cl, NC1CCC(CCN2CCN(c3nccc4occc34)CC2)CC1. Product: CCS(=O)(=O)NC1CCC(CCN2CCN(c3nccc4occc34)CC2)CC1. RXN SMILES: [CH2:28]([CH3:29])[S:30](=[O:31])(=[O:32])[Cl:33].[ClH:1].[ClH:2].[ClH:3].[o:4]1[cH:5][cH:6][c:7]2[c:8]([N:13]3[CH2:14][CH2:15][N:16]([CH2:19][CH2:20][CH:21]4[CH2:22][CH2:23][CH:24]([NH2:27])[CH2:25][CH2:26]4)[CH2:17][CH2:18]3)[n:9][cH:10][cH:11][c:12]12>>[o:4]1[cH:5][cH:6][c:7]2[c:8]([N:13]3[CH2:14][CH2:15][N:16]([CH2:19][CH2:20][CH:21]4[CH2:22][CH2:23][CH:24]([NH:27][S:30]([CH2:28][CH3:29])(=[O:31])=[O:32])[CH2:25][CH2:26]4)[CH2:17][CH2:18]3)[n:9][cH:10][cH:11][c:12]12. Starting materials: Fc1cc(F)c(F)c(Br)c1, CC#N, [Cs+], [F-], COc1ccc2c(C(=O)c3ccc(OCCN4CCCCCC4)cc3)c(OS(=O)(=O)C(F)(F)F)ccc2c1, [Pd]. Yields the product COc1ccc2c(C(=O)c3ccc(OCCN4CCCCCC4)cc3)c(-c3cc(F)cc(F)c3F)ccc2c1. As a reaction SMILES: [Br:41][c:42]1[c:43]([F:50])[c:44]([F:49])[cH:45][c:46]([F:48])[cH:47]1.[CH3:51][C:52]#[N:53].[Cs+:40].[F-:39].[N:1]1([CH2:8][CH2:9][O:10][c:11]2[cH:12][cH:13][c:14]([C:15](=[O:16])[c:17]3[c:18]([O:29][S:30]([C:31]([F:32])([F:33])[F:34])(=[O:35])=[O:36])[cH:19][cH:20][c:21]4[cH:22][c:23]([O:27][CH3:28])[cH:24][cH:25][c:26]34)[cH:37][cH:38]2)[CH2:2][CH2:3][CH2:4][CH2:5][CH2:6][CH2:7]1.[Pd:54]>>[N:1]1([CH2:8][CH2:9][O:10][c:11]2[cH:12][cH:13][c:14]([C:15](=[O:16])[c:17]3[c:18](-[c:42]4[c:43]([F:50])[c:44]([F:49])[cH:45][c:46]([F:48])[cH:47]4)[cH:19][cH:20][c:21]4[cH:22][c:23]([O:27][CH3:28])[cH:24][cH:25][c:26]34)[cH:37][cH:38]2)[CH2:2][CH2:3][CH2:4][CH2:5][CH2:6][CH2:7]1. Starting materials: FC(C(=O)O)(F)F (Trifluoroacetic acid), COC=1C(=C2C=CC=C(C2=CC1)C(=O)N(CC(=O)OC(C)(C)C)C(=O)OC)C(F)(F)F (N-[[6-methoxy-5-(trifluoromethyl)-1-naphthalenyl]carbonyl]-N-(methoxycarbonyl)glycine, 1,1-dimethylethyl ester). The solvent is C(Cl)(Cl)Cl (chloroform). Run at temperature 20 celsius. The product is COC=1C(=C2C=CC=C(C2=CC1)C(=O)N(CC(=O)O)C(=O)OC)C(F)(F)F (N-[[6-methoxy-5-(trifluoromethyl)-1-naphthalenyl]carbonyl]-N-[(methoxy)carbonyl]glycine). Yield: 106.6%. RXN SMILES: FC(F)(F)C(O)=O.[CH3:8][O:9][C:10]1[C:11]([C:35]([F:38])([F:37])[F:36])=[C:12]2[C:17](=[CH:18][CH:19]=1)[C:16]([C:20]([N:22]([C:31]([O:33][CH3:34])=[O:32])[CH2:23][C:24]([O:26]C(C)(C)C)=[O:25])=[O:21])=[CH:15][CH:14]=[CH:13]2>C(Cl)(Cl)Cl>[CH3:8][O:9][C:10]1[C:11]([C:35]([F:36])([F:38])[F:37])=[C:12]2[C:17](=[CH:18][CH:19]=1)[C:16]([C:20]([N:22]([C:31]([O:33][CH3:34])=[O:32])[CH2:23][C:24]([OH:26])=[O:25])=[O:21])=[CH:15][CH:14]=[CH:13]2. Procedure details: Trifluoroacetic acid (20.0 mL, 260 mmol) was added to a solution of N-[[6-methoxy-5-(trifluoromethyl)-1-naphthalenyl]carbonyl]-N-(methoxycarbonyl)glycine, 1,1-dimethylethyl ester (1.5 g, 3.41 mmol) in chloroform (25 mL) at 20° C. and the mixture refluxed for 1.5 hours. The solution was cooled to 20° C. and the solvent evaporated under reduced pressure. The residual solid was recrystallized from acetone-water and dried at 70° C./0.1 m.m. Hg to yield the pure product as a white solid (1.4 g, 100%)...